Dataset: the Open Reaction Database (ORD), a public repository of structured organic reaction records. Task: describe an organic reaction: reactants, conditions, products, and yield Reactants: [OH-].[Na+] (NaOH), S(=O)(=O)(O)O.CSC(N)=N (S-methylisothiourea sulfate), CC(C)(C)OC.C1CCOC1 (TBME THF), NC=1C(=NC(=C(N1)N)Br)C(=O)OC(=CC(NC(C)(CC)C)=O)C (1-(2-methyl-2-butyl-carbamoyl)prop-1-en-2-yl 3,5-diamino-6-bromopyrazine-2-carboxylate). Solvent: O (water). Product: NC=1C(=NC(=C(N1)N)Br)C(=O)NC(=N)SC (3,5-Diamino-6-bromo-N-[(methylsulfanyl)methanimidoyl]pyrazine-2-carboxamide). Reaction SMILES: [OH-].[Na+].S(O)(O)(=O)=O.[CH3:8][S:9][C:10](=[NH:12])[NH2:11].CC(OC)(C)C.C1COCC1.[NH2:24][C:25]1[C:26]([C:33](OC(C)=CC(=O)NC(C)(CC)C)=[O:34])=[N:27][C:28]([Br:32])=[C:29]([NH2:31])[N:30]=1>O>[NH2:24][C:25]1[C:26]([C:33]([NH:12][C:10]([S:9][CH3:8])=[NH:11])=[O:34])=[N:27][C:28]([Br:32])=[C:29]([NH2:31])[N:30]=1 |f:0.1,2.3,4.5|. Procedure: To NaOH (1 mol/l in water; 30 mL; 30 mmol) is added S-methylisothiourea sulfate (5.42 g; 19.5 mmol. The mixture is stirred until complete solution is achieved. TBME/THF (1:1; 100 mL) and then 1-(2-methyl-2-butyl-carbamoyl)prop-1-en-2-yl 3,5-diamino-6-bromopyrazine-2-carboxylate (Intermediate B.62; 7.52 g; 19.5 mmol) are added and the mixture is stirred at r.t. over night, then water (100 mL) is added. The precipitate formed is filtered off with suction, washed with THF/water (1:2) and then dried... Procedure details: To a solution of 4-fluoro-7-methoxy-1,3-benzothiazole (C13) (10.50 g, 57.30 mmol) in dichloromethane (250 mL) was added aluminum chloride (30.56 g, 229.2 mmol) in one portion at room temperature. The reaction mixture was stirred for 12 hours and additional aluminum chloride (30.56 g, 229.2 mmol) was added. After another 12 hours, the reaction mixture was poured into ice water (1.0 L). The resulting precipitate was collected by filtration, washed with water, and with 1:1 dichloromethane/hexanes t... Yields the product dichloromethane hexanes, FC1=CC=C(C2=C1N=CS2)O (4-fluoro-1,3-benzothiazol-7-ol). The reactants are FC1=CC=C(C2=C1N=CS2)OC (4-fluoro-7-methoxy-1,3-benzothiazole), [Cl-].[Al+3].[Cl-].[Cl-] (aluminum chloride), [Cl-].[Al+3].[Cl-].[Cl-] (aluminum chloride), ice water. RXN SMILES: [F:1][C:2]1[C:7]2[N:8]=[CH:9][S:10][C:6]=2[C:5]([O:11]C)=[CH:4][CH:3]=1.[Cl-].[Al+3].[Cl-].[Cl-]>ClCCl>[F:1][C:2]1[C:7]2[N:8]=[CH:9][S:10][C:6]=2[C:5]([OH:11])=[CH:4][CH:3]=1 |f:1.2.3.4|. Conditions: time 12 hour. The solvent is ClCCl (dichloromethane). The reactants are C=1C=CC(=CC1)P(C=2C=CC=CC2)C3=CC=C4C=CC=CC4=C3C5=C6C=CC=CC6=CC=C5P(C=7C=CC=CC7)C=8C=CC=CC8 (BINAP), COC1=CC2=C(N(C=N2)C2=NC3=C(C=CC=C3C=C2)OS(=O)(=O)C(F)(F)F)C=C1 (Trifluoro-methanesulfonic acid 2-(5-methoxy-benzoimidazol-1-yl)-quinolin-8-yl ester), C(C)(C)(C)OC(NC1CCNCC1)=O (piperidin-4-yl-carbamic acid tert-butyl ester), C(=O)([O-])[O-].[Cs+].[Cs+] (Cs2CO3). Reagents/catalysts: C=1C=CC(=CC1)/C=C/C(=O)/C=C/C2=CC=CC=C2.C=1C=CC(=CC1)/C=C/C(=O)/C=C/C2=CC=CC=C2.C=1C=CC(=CC1)/C=C/C(=O)/C=C/C2=CC=CC=C2.[Pd].[Pd] (tris(dibenzylideneacetone)dipalladium). Solvent: O1CCOCC1 (dioxane). Yields the product C(C)(C)(C)OC(NC1CCN(CC1)C=1C=CC=C2C=CC(=NC12)N1C=NC2=C1C=CC(=C2)OC)=O ({1-[2-(5-Methoxy-benzoimidazol-1-yl)-quinolin-8-yl]-piperidin-4-yl}-carbamic acid tert-butyl ester). Reaction SMILES: [CH3:1][O:2][C:3]1[CH:29]=[CH:28][C:6]2[N:7]([C:10]3[CH:19]=[CH:18][C:17]4[C:12](=[C:13](OS(C(F)(F)F)(=O)=O)[CH:14]=[CH:15][CH:16]=4)[N:11]=3)[CH:8]=[N:9][C:5]=2[CH:4]=1.[C:30]([O:34][C:35](=[O:43])[NH:36][CH:37]1[CH2:42][CH2:41][NH:40][CH2:39][CH2:38]1)([CH3:33])([CH3:32])[CH3:31].C([O-])([O-])=O.[Cs+].[Cs+].C1C=CC(P(C2C(C3C(P(C4C=CC=CC=4)C4C=CC=CC=4)=CC=C4C=3C=CC=C4)=C3C(C=CC=C3)=CC=2)C2C=CC=CC=2)=CC=1>O1CCOCC1.C1C=CC(/C=C/C(/C=C/C2C=CC=CC=2)=O)=CC=1.C1C=CC(/C=C/C(/C=C/C2C=CC=CC=2)=O)=CC=1.C1C=CC(/C=C/C(/C=C/C2C=CC=CC=2)=O)=CC=1.[Pd].[Pd]>[C:30]([O:34][C:35](=[O:43])[NH:36][CH:37]1[CH2:42][CH2:41][N:40]([C:17]2[CH:16]=[CH:15][CH:14]=[C:13]3[C:12]=2[N:11]=[C:10]([N:7]2[C:6]4[CH:28]=[CH:29][C:3]([O:2][CH3:1])=[CH:4][C:5]=4[N:9]=[CH:8]2)[CH:19]=[CH:18]3)[CH2:39][CH2:38]1)([CH3:33])([CH3:31])[CH3:32] |f:2.3.4,7.8.9.10.11|. Procedure: Trifluoro-methanesulfonic acid 2-(5-methoxy-benzoimidazol-1-yl)-quinolin-8-yl ester F (15.0 9, 35.4 mmol) and piperidin-4-yl-carbamic acid tert-butyl ester (14.2 9, 70.9 mmol) were dissolved in 200 mL of dioxane under an atmosphere of dry N2. To this solution was added Cs2CO3 (16.2 g, 49.6 mmol), racemic-BINAP (1.28 9, 2.12 mMol) and tris(dibenzylideneacetone)dipalladium (0) (1.29 9, 1.41 mMol) and the reaction mixture was heated to 100° C. and reacted at this temperature overnight. The mixture ... Reactants: C12C(C3CC(CC(C1)C3)C2)NC(=O)C=2C=NN(C2Cl)C2=CC=CC=C2 (5-chloro-1-phenyl-1H-pyrazole-4-carboxylic acid adamantan-2-ylamide), C12C(C3CC(CC(C1)C3)C2)NC(=O)C=2C=NN(C2Cl)C2=CC=CC=C2 (5-chloro-1-phenyl-1H-pyrazole-4-carboxylic acid adamantan-2-ylamide), CC1NCCC1 (2-methylpyrrolidine). Yields the product C12C(C3CC(CC(C1)C3)C2)NC(=O)C=2C=NN(C2N2C(CCC2)C)C2=CC=CC=C2 (5-(2-Methyl-pyrrolidin- 1-y1)-1-phenyl-1H-pyrazole-4-carboxylic acid adamantan-2-ylamide). RXN SMILES: [CH:1]12[CH2:10][CH:5]3[CH2:6][CH:7]([CH2:9][CH:3]([CH2:4]3)[CH:2]1[NH:11][C:12]([C:14]1[CH:15]=[N:16][N:17]([C:20]3[CH:25]=[CH:24][CH:23]=[CH:22][CH:21]=3)[C:18]=1Cl)=[O:13])[CH2:8]2.[CH3:26][CH:27]1[CH2:31][CH2:30][CH2:29][NH:28]1>>[CH:1]12[CH2:10][CH:5]3[CH2:6][CH:7]([CH2:9][CH:3]([CH2:4]3)[CH:2]1[NH:11][C:12]([C:14]1[CH:15]=[N:16][N:17]([C:20]3[CH:25]=[CH:24][CH:23]=[CH:22][CH:21]=3)[C:18]=1[N:28]1[CH2:29][CH2:30][CH2:31][CH:27]1[CH3:26])=[O:13])[CH2:8]2. Reported procedure: 5-(2-Methyl-pyrrolidin- 1-y1)-1-phenyl-1H-pyrazole-4-carboxylic acid adamantan-2-ylamide was prepared using Procedure A from 5-chloro-1-phenyl-1H-pyrazole-4-carboxylic acid adamantan-2-ylamide (Intermediate 3) and 2-methylpyrrolidine. Mass spectrum (ES) MH+=405. The reactants are S(C)(=O)(=O)O.COC=1C=C2C(CC2CO)=CC1 (5-methoxy-1-hydroxymethylbenzocyclobutene mesylate), N1CCCCC1 (piperidine). Solvent: C1(=CC=CC=C1)C (toluene). The product is COC=1C=C2C(CC2CN2CCCCC2)=CC1 (5-Methoxy-1-piperidinylmethyl-benzocyclobutene). RXN SMILES: S(O)(=O)(=O)C.[CH3:6][O:7][C:8]1[CH:9]=[C:10]2[CH:13]([CH2:14]O)[CH2:12][C:11]2=[CH:16][CH:17]=1.[NH:18]1[CH2:23][CH2:22][CH2:21][CH2:20][CH2:19]1>C1(C)C=CC=CC=1>[CH3:6][O:7][C:8]1[CH:9]=[C:10]2[CH:13]([CH2:14][N:18]3[CH2:23][CH2:22][CH2:21][CH2:20][CH2:19]3)[CH2:12][C:11]2=[CH:16][CH:17]=1 |f:0.1|. Reported procedure: A solution of 5-methoxy-1-hydroxymethylbenzocyclobutene mesylate (38 g) and piperidine (45 ml) in toluene (180 ml) is refluxed under nitrogen for about 12 hours. The reaction mixture is filtered and the filtrate is evaporated in vacuo leaving a liquid residue which is used without further purification in the next step. The reactants are ClC(=CC1C(C1C(=O)Cl)(C)C)Cl (3-(2,2-dichlorovinyl)-2,2-dimethylcyclopropanecarboxylic acid chloride), BrC(=CC=1C=C(C=O)C=CC1)Br (3-(2,2-dibromovinyl)-benzaldehyde), [C-]#N.[K+] (KCN). The reagents and catalysts are [Cl-].C(C)[N+](CC1=CC=CC=C1)(CC)CC (triethylbenzylammonium chloride). Run in CCOCC (ether), O (water). Conditions: time 8 hour. Product: ClC(=CC1C(C1C(=O)OC(C1=CC(=CC=C1)C=C(Br)Br)C#N)(C)C)Cl (3-(2,2-Dibromovinyl)-α-cyanobenzyl 3-(2,2-dichlorovinyl)-2,2-dimethylcyclopropanecarboxylate). Reaction SMILES: [Br:1][C:2]([Br:12])=[CH:3][C:4]1[CH:5]=[C:6]([CH:9]=[CH:10][CH:11]=1)[CH:7]=[O:8].[C-:13]#[N:14].[K+].[Cl:16][C:17]([Cl:27])=[CH:18][CH:19]1[CH:21]([C:22](Cl)=[O:23])[C:20]1([CH3:26])[CH3:25]>CCOCC.O.[Cl-].C([N+](CC)(CC)CC1C=CC=CC=1)C>[Cl:16][C:17]([Cl:27])=[CH:18][CH:19]1[CH:21]([C:22]([O:8][CH:7]([C:13]#[N:14])[C:6]2[CH:9]=[CH:10][CH:11]=[C:4]([CH:3]=[C:2]([Br:12])[Br:1])[CH:5]=2)=[O:23])[C:20]1([CH3:26])[CH3:25] |f:1.2,6.7|. Procedure: In a two-phase reaction mixture, 6.1 g (0.021 mole) of 3-(2,2-dibromovinyl)-benzaldehyde in 50 ml of ether, 1.5 g (0.023 mole) of KCN in 20 ml of water, 5.0 g (0.022 mole) of 3-(2,2-dichlorovinyl)-2,2-dimethylcyclopropanecarboxylic acid chloride and 0.5 g of triethylbenzylammonium chloride are stirred at room temperature, and thorough mixing is continued overnight at 25° C. The phases are separated and the aqueous phase is extracted twice by shaking with ether. The ether solution is washed with ... The reactants are C(C)OC(C(CC1=CC=CC=C1)N=C=O)=O (2-isocyanato-3-phenylpropionic acid ethyl ester), C(C)OC(C(CC1=CC=CC=C1)N=C=O)=O (2-isocyanato-3-phenylpropionic acid ethyl ester), NC1=CC=C(C#N)C=C1 (4-aminobenzonitrile). Run in CN(C)C=O (DMF), CN(C)C=O (DMF). Reaction conditions: time 7 day. Yields the product C(C)OC(C(CC1=CC=CC=C1)NC(=O)NC1=CC=C(C=C1)C#N)=O (3-Phenyl-2-[3-(4-cyanophenyl)ureido]propionic Acid Ethyl Ester). The yield is 132.1%. As a reaction SMILES: [CH2:1]([O:3][C:4](=[O:16])[CH:5]([N:13]=[C:14]=[O:15])[CH2:6][C:7]1[CH:12]=[CH:11][CH:10]=[CH:9][CH:8]=1)[CH3:2].[NH2:17][C:18]1[CH:25]=[CH:24][C:21]([C:22]#[N:23])=[CH:20][CH:19]=1>CN(C=O)C>[CH2:1]([O:3][C:4](=[O:16])[CH:5]([NH:13][C:14]([NH:17][C:18]1[CH:25]=[CH:24][C:21]([C:22]#[N:23])=[CH:20][CH:19]=1)=[O:15])[CH2:6][C:7]1[CH:12]=[CH:11][CH:10]=[CH:9][CH:8]=1)[CH3:2]. Procedure details: To a solution of 2-isocyanato-3-phenylpropionic acid ethyl ester (6 g, 27.37 mmol) in DMF (50 ml) was added a solution of 4-aminobenzonitrile (3.23 g, 27.37 mmol) in DMF (30 ml) at 3° C. during 20 min. Stirring was continued for 7 d at room temperature, and additional 2-isocyanato-3-phenylpropionic acid ethyl ester (2.86 g) was added successively. The solvent was removed and the residue dissolved in ethyl acetate (100 ml), washed with water (20 ml), saturated aqueous KHSO4/K2SO4 solution (1:1, 2... The reactants are O=C1OC(=O)C2CCC=CC12, CC(=O)[O-], CC(=O)O, Cl, COC(=O)CC(N)c1ccc(OC)c(OC)c1, [Na+]. The product is COC(=O)CC(c1ccc(OC)c(OC)c1)N1C(=O)C2C=CCCC2C1=O. RXN SMILES: [C:1]1(=[O:11])[CH:2]2[CH:3]([C:4](=[O:5])[O:6]1)[CH:7]=[CH:8][CH2:9][CH2:10]2.[CH3:31][C:32](=[O:33])[O-:34].[CH3:35][C:36](=[O:37])[OH:38].[ClH:12].[NH2:13][CH:14]([CH2:15][C:16](=[O:17])[O:18][CH3:19])[c:20]1[cH:21][c:22]([O:28][CH3:29])[c:23]([O:26][CH3:27])[cH:24][cH:25]1.[Na+:30]>>[C:1]1(=[O:11])[CH:2]2[CH:3]([C:4](=[O:6])[N:13]1[CH:14]([CH2:15][C:16](=[O:17])[O:18][CH3:19])[c:20]1[cH:21][c:22]([O:28][CH3:29])[c:23]([O:26][CH3:27])[cH:24][cH:25]1)[CH:7]=[CH:8][CH2:9][CH2:10]2. The reactants are ClC1=C(C=C(C=C1)Cl)I (1,4-dichloro-2-iodobenzene), C(CCC#C)O (4-pentyn-1-ol), bistriphenylphosphine(Pd II) chloride. Reagents/catalysts: [Cu]I (copper(I) iodide). Run in ClCCl (dichloromethane), C(C)NCC (diethylamine). Product: ClC1=C(C=C(C=C1)Cl)C#CCCCO (5-(2,5-dichlorophenyl)pent-4-yn-1-ol). RXN SMILES: [Cl:1][C:2]1[CH:7]=[CH:6][C:5]([Cl:8])=[CH:4][C:3]=1I.[CH2:10]([OH:15])[CH2:11][CH2:12][C:13]#[CH:14]>C(NCC)C.ClCCl.[Cu]I>[Cl:1][C:2]1[CH:7]=[CH:6][C:5]([Cl:8])=[CH:4][C:3]=1[C:14]#[C:13][CH2:12][CH2:11][CH2:10][OH:15]. Procedure details: A solution of 1,4-dichloro-2-iodobenzene (20.0 g, 73.3 mmol), 4-pentyn-1-ol (6.17 g, 73.3 mmol), bistriphenylphosphine(Pd II) chloride (1.03 g, 1.47 mmol), and copper(I) iodide (0.14 g, 0.733 mmol) in 400 ml of diethylamine was stirred under nitrogen for three days. This was diluted with dichloromethane and the oily layer was adsorbed onto silica gel and eluted with hexanes-ethyl acetate (5:1) to give 5-(2,5-dichlorophenyl)pent-4-yn-1-ol, 13.7 g (82%); NMR (CDCl3) δ 1.9 (m, 2H), 2.6 (t, 2H), 3.8... Reactants: C31H37ClN6O3, ClCl (chlorine), C(C)(C)(C)OC(=O)N1C(=NC2=C1C=CC(=C2)Cl)C(CCC(=O)O)NC(C2=CC(=C(C=C2)C(=O)N2CCCC2)C)=O (N-[1-(1-tert-butoxycarbonyl-5-chloro-1H-benzimidazol-2-yl)-3-hydroxycarbonylpropyl]-3-methyl-4-(pyrrolidin-1-ylcarbonyl)benzamide), CN(C)C(=[N+](C)C)ON1C2=C(C=CC=C2)N=N1.[B-](F)(F)(F)F (TBTU), C(C)(C)N(CC)C(C)C (diisopropylethylamine), CN1CC2(C1)CNCC2 (2-methyl-2,6-diazaspiro[3.4]octane), FC(C(=O)O)(F)F (trifluoroacetic acid). Solvent: C(C)(=O)OCC.C(C)O.C(C)N(CC)CC (ethyl acetate ethanol triethylamine), C(C)#N (acetonitrile). Yields the product ClC1=CC2=C(NC(=N2)[C@H](CCC(=O)N2CC3(CN(C3)C)CC2)NC(C2=CC(=C(C=C2)C(=O)N2CCCC2)C)=O)C=C1 (N-[(1S)-1-(5-chloro-1H-benzimidazol-2-yl)-3-(2-methyl-2,6-diazaspiro[3.4]oct-6-ylcarbonyl)propyl]-3-methyl-4-(pyrrolidin-1-ylcarbonyl)benzamide). The yield is 67.0%. Reaction SMILES: C(OC([N:8]1[C:12]2[CH:13]=[CH:14][C:15]([Cl:17])=[CH:16][C:11]=2[N:10]=[C:9]1[CH:18]([NH:24][C:25](=[O:40])[C:26]1[CH:31]=[CH:30][C:29]([C:32]([N:34]2[CH2:38][CH2:37][CH2:36][CH2:35]2)=[O:33])=[C:28]([CH3:39])[CH:27]=1)[CH2:19][CH2:20][C:21]([OH:23])=O)=O)(C)(C)C.CN(C(ON1N=NC2C=CC=CC1=2)=[N+](C)C)C.[B-](F)(F)(F)F.C(N(C(C)C)CC)(C)C.[CH3:72][N:73]1[CH2:76][C:75]2([CH2:80][CH2:79][NH:78][CH2:77]2)[CH2:74]1.FC(F)(F)C(O)=O.ClCl>C(#N)C.C(OCC)(=O)C.C(O)C.C(N(CC)CC)C>[Cl:17][C:15]1[CH:14]=[CH:13][C:12]2[NH:8][C:9]([C@@H:18]([NH:24][C:25](=[O:40])[C:26]3[CH:31]=[CH:30][C:29]([C:32]([N:34]4[CH2:35][CH2:36][CH2:37][CH2:38]4)=[O:33])=[C:28]([CH3:39])[CH:27]=3)[CH2:19][CH2:20][C:21]([N:78]3[CH2:79][CH2:80][C:75]4([CH2:76][N:73]([CH3:72])[CH2:74]4)[CH2:77]3)=[O:23])=[N:10][C:11]=2[CH:16]=1 |f:1.2,8.9.10|. Procedure details: Prepared analogously to Example 1g from N-[1-(1-tert-butoxycarbonyl-5-chloro-1H-benzimidazol-2-yl)-3-hydroxycarbonylpropyl]-3-methyl-4-(pyrrolidin-1-ylcarbonyl)benzamide, TBTU, diisopropylethylamine, 2-methyl-2,6-diazaspiro[3.4]octane in acetonitrile, and subsequent reaction with trifluoroacetic acid analogously to Example 17. Yield: 67%; Rf value: 0.05 (silica gel; ethyl acetate/ethanol/triethylamine=70:27:3); C31H37ClN6O3 (577.13); mass spectrum: (M+H)+=577/579 (chlorine isotope).